This data is from the Open Reaction Database (ORD), a public repository of structured organic reaction records. The task is: describe an organic reaction: reactants, conditions, products, and yield Reactants: C(C1=CC=CC=C1)NC(CO)(C)C (2-benzylamino-2-methyl-1-propanol), [H-].[Na+] (sodium hydride), ClC1=NC=C(C(=O)N)C=C1 (6-chloronicotinic acid amide). The solvent is CN(C=O)C (dimethylformamide). The product is C(C1=CC=CC=C1)NC(COC1=NC=C(C(=O)N)C=C1)(C)C (6-(2-benzylamino-2,2-dimethyl-ethoxy)-nicotinic acid amide). As a reaction SMILES: [CH2:1]([NH:8][C:9]([CH3:13])([CH3:12])[CH2:10][OH:11])[C:2]1[CH:7]=[CH:6][CH:5]=[CH:4][CH:3]=1.[H-].[Na+].Cl[C:17]1[CH:25]=[CH:24][C:20]([C:21]([NH2:23])=[O:22])=[CH:19][N:18]=1>CN(C)C=O>[CH2:1]([NH:8][C:9]([CH3:13])([CH3:12])[CH2:10][O:11][C:17]1[CH:25]=[CH:24][C:20]([C:21]([NH2:23])=[O:22])=[CH:19][N:18]=1)[C:2]1[CH:7]=[CH:6][CH:5]=[CH:4][CH:3]=1 |f:1.2|. Reported procedure: Reaction of 47 g of 2-benzylamino-2-methyl-1-propanol, 13.3 g of sodium hydride dispersion and 23.5 g of 6-chloronicotinic acid amide in 300 ml of dimethylformamide analogously to Example 1 a) gives 6-(2-benzylamino-2,2-dimethyl-ethoxy)-nicotinic acid amide of melting point 125°-126° C.